This data is from the Open Reaction Database (ORD), a public repository of structured organic reaction records. The task is: describe an organic reaction: reactants, conditions, products, and yield Starting materials: CI (methyl iodide), [H-].[Na+] (sodium hydride), [Cl-].[NH4+] (ammonium chloride), C(C)(C)C1=NN2C(C=CC=C2)=C1C=O (2-isopropyl-3-formylpyrazolo[1,5-a]pyridine), [BH4-].[Na+] (sodium borohydride). Solvent: O1CCCC1 (tetrahydrofuran), O1CCCC1 (tetrahydrofuran), CO (methanol). The product is C(C)(C)C1=NN2C(C=CC=C2)=C1COC (2-Isopropyl-3-methoxymethylpyrazolo[1,5-a]pyridine). Isolated yield 55.3%. Reaction SMILES: [CH:1]([C:4]1[C:12]([CH:13]=[O:14])=[C:7]2[CH:8]=[CH:9][CH:10]=[CH:11][N:6]2[N:5]=1)([CH3:3])[CH3:2].[BH4-].[Na+].[H-].[Na+].[CH3:19]I.[Cl-].[NH4+]>CO.O1CCCC1>[CH:1]([C:4]1[C:12]([CH2:13][O:14][CH3:19])=[C:7]2[CH:8]=[CH:9][CH:10]=[CH:11][N:6]2[N:5]=1)([CH3:3])[CH3:2] |f:1.2,3.4,6.7|. Procedure: To a cold solution of 2.0 g of 2-isopropyl-3-formylpyrazolo[1,5-a]pyridine in 60 ml of methanol were added in small portions 2.0 g of sodium borohydride under cooling and stirring. The mixture was heated to reflux for 2 hours and after cooling, concentrated in vacuo. Water was added to the residue and the mixture was extracted with dichloromethane. The organic layer was dried over anhydrous sodium sulfate and concentrated to give an oily residue, weighing 2.2 g. The residue in 5 ml of dry tetrah... The reactants are C(C1=CC=CC=C1)(=O)N1CCC=2C3=C(NC(C2C1)=O)C=CC=C3 (3-benzoyl-1,2,3,4-tetrahydrobenzo[c][2,7]naphthyridin-5(6H)-one), CC(C)O (2-propanol). Solvent: O (water), OS(=O)(=O)O (H2SO4), OS(=O)(=O)O (H2SO4). Yields the product C1C=2C3=C(NC(C2CNC1)=O)C=CC=C3 (1,2,3,4-Tetrahydrobenzo[c][2,7]naphthyridin-5(6H)-one). RXN SMILES: C([N:9]1[CH2:18][C:17]2[C:16](=[O:19])[NH:15][C:14]3[CH:20]=[CH:21][CH:22]=[CH:23][C:13]=3[C:12]=2[CH2:11][CH2:10]1)(=O)C1C=CC=CC=1.CC(O)C>O.OS(O)(=O)=O>[CH2:11]1[CH2:10][NH:9][CH2:18][C:17]2[C:16](=[O:19])[NH:15][C:14]3[CH:20]=[CH:21][CH:22]=[CH:23][C:13]=3[C:12]1=2. Reported procedure: A solution of 7.7 g (0.025 m) of 3-benzoyl-1,2,3,4-tetrahydrobenzo[c][2,7]naphthyridin-5(6H)-one in 30 ml of water, 10 ml of H2SO4, and 200 ml of 2-propanol was refluxed for 20 hr. After cooling, the solid was filtered and recrystallized from water, mp 292°-295° C. By analysis, this material contains 0.7 mole of H2SO4 per mole of base and was used as is for alkylation. Reactants: O=C1Cc2cc(Br)ccc2N1, CCN(CC)CCN1CCCc2[nH]c(C=O)c(C)c2C1=O. Product: CCN(CC)CCN1CCCc2[nH]c(C=C3C(=O)Nc4ccc(Br)cc43)c(C)c2C1=O. As a reaction SMILES: [Br:22][c:23]1[cH:24][c:25]2[c:29]([cH:30][cH:31]1)[NH:28][C:27](=[O:32])[CH2:26]2.[CH2:1]([CH3:2])[N:3]([CH2:4][CH2:5][N:6]1[C:7](=[O:19])[c:8]2[c:9]([nH:13][c:14]([CH:17]=[O:18])[c:15]2[CH3:16])[CH2:10][CH2:11][CH2:12]1)[CH2:20][CH3:21]>>[CH2:1]([CH3:2])[N:3]([CH2:4][CH2:5][N:6]1[C:7](=[O:19])[c:8]2[c:9]([nH:13][c:14]([CH:17]=[C:26]3[c:25]4[cH:24][c:23]([Br:22])[cH:31][cH:30][c:29]4[NH:28][C:27]3=[O:32])[c:15]2[CH3:16])[CH2:10][CH2:11][CH2:12]1)[CH2:20][CH3:21]. Reactants: [N+](=O)([O-])C1=CC=C(C=C1)C(C(=O)O)C (2-(p-nitrophenyl)-propionic acid), S(=O)(Cl)Cl (thionyl chloride). Solvent: C1(=CC=CC=C1)C (toluene). Conditions: temperature 80 celsius. The product is [N+](=O)([O-])C1=CC=C(C=C1)C(C(=O)OC1(CCCCC1)C)C (1-methyl-cyclohexyl 2-(p-nitrophenyl)-propionate). Isolated yield 48.0%. Reaction SMILES: [N+:1]([C:4]1[CH:9]=[CH:8][C:7]([CH:10]([CH3:14])[C:11]([OH:13])=[O:12])=[CH:6][CH:5]=1)([O-:3])=[O:2].S(Cl)(Cl)=O>C1(C)C=CC=CC=1>[N+:1]([C:4]1[CH:5]=[CH:6][C:7]([CH:10]([CH3:14])[C:11]([O:13][C:7]2([CH3:10])[CH2:8][CH2:9][CH2:4][CH2:5][CH2:6]2)=[O:12])=[CH:8][CH:9]=1)([O-:3])=[O:2]. Procedure details: A stirred mixture of 97.5 g of 2-(p-nitrophenyl)-propionic acid [J. Med. Chem. Vol. 26, pages 222-226 (1983)], 40 ml of thionyl chloride and 500 ml of dry toluene was heated at 80° C. for 5 hours. The mixture was then allowed to cool and the solvent was evaporated under reduced pressure. The residual oil was dissolved in 400 ml of dry toluene, and 100 g of 1-methylcyclohexanol were added to the solution. The stirred mixture was heated at 80° C. for 1 hour and then at ambient temperature overnigh... Starting materials: C1CCOC1, CCOC(=O)c1cc2cc(NC(=O)CC(C)(C)C)ccc2n1-c1ccccc1, CO, [Li+], [OH-]. Product: CC(C)(C)CC(=O)Nc1ccc2c(c1)cc(C(=O)O)n2-c1ccccc1. As a reaction SMILES: [CH2:33]1[O:34][CH2:35][CH2:36][CH2:37]1.[CH3:1][C:2]([CH2:3][C:4](=[O:5])[NH:6][c:7]1[cH:8][c:9]2[cH:10][c:11]([C:22](=[O:23])[O:24][CH2:25][CH3:26])[n:12](-[c:16]3[cH:17][cH:18][cH:19][cH:20][cH:21]3)[c:13]2[cH:14][cH:15]1)([CH3:27])[CH3:28].[CH3:31][OH:32].[Li+:29].[OH-:30]>>[CH3:1][C:2]([CH2:3][C:4](=[O:5])[NH:6][c:7]1[cH:8][c:9]2[cH:10][c:11]([C:22](=[O:23])[OH:24])[n:12](-[c:16]3[cH:17][cH:18][cH:19][cH:20][cH:21]3)[c:13]2[cH:14][cH:15]1)([CH3:27])[CH3:28]. Reactants: CC=1N=C(C(=NC1C)OC)NC(OC1=CC=CC=C1)=O (Phenyl N-(5,6-dimethyl-2-methoxypyrazin-3-yl)carbamate), CC1=C(C(=C(C=C1C)C)C)N1CCNCC1 (1-(2,3,5,6,-tetramethylphenyl)piperazine). Yields the product CC=1N=C(C(=NC1C)OC)NC(=O)N1CCN(CC1)C1=C(C(=CC(=C1C)C)C)C (1-[(5,6-Dimethyl-2-methoxypyrazin-3-yl)aminocarbonyl]-4-(2,3,5,6-tetramethylphenyl)piperazine). Yield: 65.5%. Reaction SMILES: [CH3:1][C:2]1[N:3]=[C:4]([NH:11][C:12](=[O:20])OC2C=CC=CC=2)[C:5]([O:9][CH3:10])=[N:6][C:7]=1[CH3:8].[CH3:21][C:22]1[C:27]([CH3:28])=[CH:26][C:25]([CH3:29])=[C:24]([CH3:30])[C:23]=1[N:31]1[CH2:36][CH2:35][NH:34][CH2:33][CH2:32]1>>[CH3:1][C:2]1[N:3]=[C:4]([NH:11][C:12]([N:34]2[CH2:35][CH2:36][N:31]([C:23]3[C:24]([CH3:30])=[C:25]([CH3:29])[CH:26]=[C:27]([CH3:28])[C:22]=3[CH3:21])[CH2:32][CH2:33]2)=[O:20])[C:5]([O:9][CH3:10])=[N:6][C:7]=1[CH3:8]. Procedure: Phenyl N-(5,6-dimethyl-2-methoxypyrazin-3-yl)carbamate and 1-(2,3,5,6,-tetramethylphenyl)piperazine were reacted by the same way with the example 1 to obtain the titled compound. Solvent: C(Cl)Cl (DCM). RXN SMILES: [C:1]([C:3]1[CH:8]=[CH:7][C:6]([CH2:9][CH2:10][N:11]2[CH2:16][CH2:15][N:14](C(OC(C)(C)C)=O)[CH2:13][CH2:12]2)=[CH:5][C:4]=1[NH:24][CH3:25])#[N:2].C(O)(C(F)(F)F)=O>C(Cl)Cl>[CH3:25][NH:24][C:4]1[CH:5]=[C:6]([CH2:9][CH2:10][N:11]2[CH2:12][CH2:13][NH:14][CH2:15][CH2:16]2)[CH:7]=[CH:8][C:3]=1[C:1]#[N:2]. Reactants: C(#N)C1=C(C=C(C=C1)CCN1CCN(CC1)C(=O)OC(C)(C)C)NC (tert-butyl 4-{2-[4-cyano-3-(methylamino)phenyl]ethyl}piperazine-1-carboxylate), C(=O)(C(F)(F)F)O (TFA). Yields the product CNC1=C(C#N)C=CC(=C1)CCN1CCNCC1 (2-(methylamino)-4-(2-piperazin-1-ylethyl)benzonitrile). Run at time 2 hour. Procedure details: A solution of tert-butyl 4-{2-[4-cyano-3-(methylamino)phenyl]ethyl}piperazine-1-carboxylate (18 mg, 0.05 mmol) in 5 mL of DCM was added TFA (3 mL), and then stirred at room temperature for 2 hours. The solvents were removed off under vacuum to afford crude 2-(methylamino)-4-(2-piperazin-1-ylethyl)benzonitrile. The reactants are CO (methanol), [H-].[Na+] (sodium hydride), CC([C@@H](CO)N=CC1=CC=CC=C1)C ((S)-3-methyl-2-{[1-phenylmethylidene]amino}butan-1-ol), C(C=C)Br (allyl bromide). Run in C1CCOC1 (THF). Reaction conditions: time 45 minute. The product is C(C=C)OC[C@H](C(C)C)N ((S)-1-Allyloxymethyl-2-methylpropylamine). The yield is 69.5%. As a reaction SMILES: [H-].[Na+].[CH3:3][CH:4]([CH3:16])[C@H:5]([N:8]=CC1C=CC=CC=1)[CH2:6][OH:7].[CH2:17](Br)[CH:18]=[CH2:19].CO>C1COCC1>[CH2:19]([O:7][CH2:6][C@@H:5]([NH2:8])[CH:4]([CH3:3])[CH3:16])[CH:18]=[CH2:17] |f:0.1|. Procedure details: 1.25 g (60%, 31.36 mmol) of sodium hydride were added to a solution of 3.00 g (15.68 mmol) of (S)-3-methyl-2-{[1-phenylmethylidene]amino}butan-1-ol in 28 ml of dry THF, and the mixture was stirred at RT for 45 min. Then 1.43 ml (16.46 mmol) of allyl bromide were added, and the mixture was stirred further at RT overnight. 20 ml of methanol were added to quench, and the mixture was acidified (pH 1) with 1N hydrochoric acid and stirred further. After 3 h, the reaction mixture was washed twice with ...